Dataset: the Open Reaction Database (ORD), a public repository of structured organic reaction records. Task: describe an organic reaction: reactants, conditions, products, and yield Reactants: N1=CC=CC=C1 (pyridine), COC1=CC=C(C(C2=CC=C(C=C2)OC)(C2=CC=CC=C2)OC[C@@H]2[C@H]([C@H]([C@@H](O2)N2C(=O)NC(=O)C(=C2)C)O)O)C=C1 (5′-O-(4,4′-dimethoxitrityl)-5-methyluridine), [Si](C)(C)(C(C)(C)C)Cl (tert-butyldimethylsilyl chloride). The reagents and catalysts are [N+](=O)([O-])[O-].[Ag+] (AgNO3). Run in C1CCOC1 (THF), C1CCOC1 (THF). Reaction conditions: time 20 minute. Yields the product COC1=CC=C(C(C2=CC=C(C=C2)OC)(C2=CC=CC=C2)OC[C@@H]2[C@H]([C@H]([C@@H](O2)N2C(=O)NC(=O)C(=C2)C)O[Si](C)(C)C(C)(C)C)O)C=C1 (5′-O-(4,4′-Dimethoxitrityl)-2′-O-TBDMS-5-methyluridine). The yield is 84.8%. As a reaction SMILES: N1C=CC=CC=1.[CH3:7][O:8][C:9]1[CH:47]=[CH:46][C:12]([C:13]([O:28][CH2:29][C@H:30]2[O:34][C@@H:33]([N:35]3[CH:42]=[C:41]([CH3:43])[C:39](=[O:40])[NH:38][C:36]3=[O:37])[C@H:32]([OH:44])[C@@H:31]2[OH:45])([C:22]2[CH:27]=[CH:26][CH:25]=[CH:24][CH:23]=2)[C:14]2[CH:19]=[CH:18][C:17]([O:20][CH3:21])=[CH:16][CH:15]=2)=[CH:11][CH:10]=1.[Si:48](Cl)([C:51]([CH3:54])([CH3:53])[CH3:52])([CH3:50])[CH3:49]>C1COCC1.[N+]([O-])([O-])=O.[Ag+]>[CH3:21][O:20][C:17]1[CH:18]=[CH:19][C:14]([C:13]([O:28][CH2:29][C@H:30]2[O:34][C@@H:33]([N:35]3[CH:42]=[C:41]([CH3:43])[C:39](=[O:40])[NH:38][C:36]3=[O:37])[C@H:32]([O:44][Si:48]([C:51]([CH3:54])([CH3:53])[CH3:52])([CH3:50])[CH3:49])[C@@H:31]2[OH:45])([C:22]2[CH:23]=[CH:24][CH:25]=[CH:26][CH:27]=2)[C:12]2[CH:46]=[CH:47][C:9]([O:8][CH3:7])=[CH:10][CH:11]=2)=[CH:15][CH:16]=1 |f:4.5|. Procedure: Anhydrous pyridine (9.9 mL) was added to a solution of 5′-O-(4,4′-dimethoxitrityl)-5-methyluridine (6.9 g) and AgNO3 (2.51 g) in dry THF (123 mL) and stirred at room temperature for 20 min under an argon atmosphere. Followed by addition of tert-butyldimethylsilyl chloride (2.51 g) in dry THF (6 mL) and stirred at the same temperature for 2-3 h. The solids were filtered off and the filtrate was concentrated to a crude residue which was applied to a column of silica gel eluted with hexane-ethyl ac...